Dataset: the Open Reaction Database (ORD), a public repository of structured organic reaction records. Task: describe an organic reaction: reactants, conditions, products, and yield Starting materials: C(C)OC(=O)[C@@H]1C(N(C(C[C@H]1C1=CC=C(C=C1)F)=O)C)=O ((±)-trans-3-Ethoxycarbonyl-4-(4'-fluorophenyl)-N-methylpiperidin-2,6-dione), [H-].[Al+3].[Li+].[H-].[H-].[H-] (lithium aluminium hydride), O1CCCC1 (tetrahydrofuran), [H-].[Al+3].[Li+].[H-].[H-].[H-] (lithium aluminium hydride). Solvent: C1(=CC=CC=C1)C (toluene), C1(=CC=CC=C1)C (toluene), O1CCCC1.C1(=CC=CC=C1)C (tetrahydrofuran toluene). Reaction conditions: time 3 hour. Product: FC1=CC=C(C=C1)[C@H]1[C@@H](CN(CC1)C)CO ((±)-trans-4-(4'fluorophenyl)-3-hydroxymethyl-N-methyl piperidine). RXN SMILES: C([O:3][C:4]([C@H:6]1[C@H:11]([C:12]2[CH:17]=[CH:16][C:15]([F:18])=[CH:14][CH:13]=2)[CH2:10][C:9](=O)[N:8]([CH3:20])[C:7]1=O)=O)C.[H-].[Al+3].[Li+].[H-].[H-].[H-].O1CCCC1>C1(C)C=CC=CC=1.O1CCCC1.C1(C)C=CC=CC=1>[F:18][C:15]1[CH:16]=[CH:17][C:12]([C@@H:11]2[CH2:10][CH2:9][N:8]([CH3:20])[CH2:7][C@H:6]2[CH2:4][OH:3])=[CH:13][CH:14]=1 |f:1.2.3.4.5.6,9.10|. Procedure: Compound E4 (34 g) in toluene (150 ml) was added slowly to a slurry of lithium aluminium hydride (10 g) in a tetrahydrofuran (50 ml)/toluene (150 ml) mixture, maintaining the temperature at 0°-5° C. under nitrogen. (Commercially available solutions of lithium aluminium hydride in tetrahydrofuran/toluene have also been used successfully). The mixture was stirred for a further 1-5 hours and then allowed to warm up to 15°-25° C. overnight. The excess lithium aluminium hydride was destroyed by the c...